This data is from the Open Reaction Database (ORD), a public repository of structured organic reaction records. The task is: describe an organic reaction: reactants, conditions, products, and yield The reactants are CC1=NN2C(C=C(C=C2)O)=C1C=1SC(=C(N1)C1=CC=CC=C1)C1=NN(C=N1)C1OCCCC1 (2-methyl-3-{4-phenyl-5-[1-(tetrahydro-2H-pyran-2-yl)-1H-1,2,4-triazol-3-yl]-1,3-thiazol-2-yl}pyrazolo[1,5-a]pyridin-5-ol), CN(C=O)C (N,N-dimethylformamide), ICCOC(C1=CC=CC=C1)=O ((2-iodoethyl)benzoate), C([O-])([O-])=O.[K+].[K+] (potassium carbonate). The solvent is O (water). Run at temperature 60 celsius, time 4 hour. Yields the product CC1=NN2C(C=C(C=C2)OCCO)=C1C=1SC(=C(N1)C1=CC=CC=C1)C1=NN=CN1 (2-({2-methyl-3-[4-phenyl-5-(4H-1,2,4-triazol-3-yl)-1,3-thiazol-2-yl]pyrazolo[1,5-a]pyridin-5-yl}oxy)ethanol). The yield is 80.7%. RXN SMILES: [CH3:1][C:2]1[C:11]([C:12]2[S:13][C:14]([C:23]3[N:27]=[CH:26][N:25](C4CCCCO4)[N:24]=3)=[C:15]([C:17]3[CH:22]=[CH:21][CH:20]=[CH:19][CH:18]=3)[N:16]=2)=[C:5]2[CH:6]=[C:7]([OH:10])[CH:8]=[CH:9][N:4]2[N:3]=1.I[CH2:35][CH2:36][O:37]C(=O)C1C=CC=CC=1.C(=O)([O-])[O-].[K+].[K+].CN(C)C=O>O>[CH3:1][C:2]1[C:11]([C:12]2[S:13][C:14]([C:23]3[NH:27][CH:26]=[N:25][N:24]=3)=[C:15]([C:17]3[CH:18]=[CH:19][CH:20]=[CH:21][CH:22]=3)[N:16]=2)=[C:5]2[CH:6]=[C:7]([O:10][CH2:35][CH2:36][OH:37])[CH:8]=[CH:9][N:4]2[N:3]=1 |f:2.3.4|. Reported procedure: A mixture of 2-methyl-3-{4-phenyl-5-[1-(tetrahydro-2H-pyran-2-yl)-1H-1,2,4-triazol-3-yl]-1,3-thiazol-2-yl}pyrazolo[1,5-a]pyridin-5-ol (73 mg, 0.16 mmol) produced in Example 31-B(i), (2-iodoethyl)benzoate (88 mg, 0.32 mmol), potassium carbonate (44 mg, 0.32 mmol) and N,N-dimethylformamide (3 mL) was stirred at 60° C. for 4 hr. To the reaction mixture was added water, and the mixture was extracted with ethyl acetate. The collected organic layer was washed with saturated brine and dried over anhydr... Reactants: C(C(C)C)NCC(C)C (diisobutyl amine), solution, C(CCC)[Li] (n-butyl lithium). Run in C1(=CC=CC=C1)C (toluene). Yields the product C(C(C)C)[N-]CC(C)C.[Li+] (lithium diisobutylamide). Reaction SMILES: [CH2:1]([NH:5][CH2:6][CH:7]([CH3:9])[CH3:8])[CH:2]([CH3:4])[CH3:3].C([Li:14])CCC>C1(C)C=CC=CC=1>[CH2:1]([N-:5][CH2:6][CH:7]([CH3:9])[CH3:8])[CH:2]([CH3:4])[CH3:3].[Li+:14] |f:3.4|. Procedure details: Following the process disclosed in application Ser. No. 374,740, 0.22 moles of diisobutyl amine was added to 100 ml of a 2.2M solution of n-butyl lithium in toluene. A clear solution of lithium diisobutylamide was obtained.